Dataset: the Open Reaction Database (ORD), a public repository of structured organic reaction records. Task: describe an organic reaction: reactants, conditions, products, and yield The reactants are Cc1ccc(Br)c2c1NCC2, COc1ccc2c(Cl)ncnc2c1. Reaction SMILES: [Br:1][c:2]1[c:3]2[c:7]([c:8]([CH3:11])[cH:9][cH:10]1)[NH:6][CH2:5][CH2:4]2.[Cl:12][c:13]1[n:14][cH:15][n:16][c:17]2[cH:18][c:19]([O:23][CH3:24])[cH:20][cH:21][c:22]12>>[Br:1][c:2]1[c:3]2[c:7]([c:8]([CH3:11])[cH:9][cH:10]1)[N:6]([c:13]1[n:14][cH:15][n:16][c:17]3[cH:18][c:19]([O:23][CH3:24])[cH:20][cH:21][c:22]13)[CH2:5][CH2:4]2. Product: COc1ccc2c(N3CCc4c(Br)ccc(C)c43)ncnc2c1.